This data is from the Open Reaction Database (ORD), a public repository of structured organic reaction records. The task is: describe an organic reaction: reactants, conditions, products, and yield Reactants: O=C1NC=NC2=CC(=CC=C12)C(=O)O (4-oxo-3,4-dihydroquinazoline-7-carboxylic acid), CO (methanol), S(=O)(Cl)Cl (thionyl chloride). Reaction conditions: temperature 80 celsius. The product is O=C1NC=NC2=CC(=CC=C12)C(=O)OC (methyl 4-oxo-3,4-dihydroquinazoline7-carboxylate). Yield: 70.0%. Reaction SMILES: [O:1]=[C:2]1[C:11]2[C:6](=[CH:7][C:8]([C:12]([OH:14])=[O:13])=[CH:9][CH:10]=2)[N:5]=[CH:4][NH:3]1.S(Cl)(Cl)=O.[CH3:19]O>>[O:1]=[C:2]1[C:11]2[C:6](=[CH:7][C:8]([C:12]([O:14][CH3:19])=[O:13])=[CH:9][CH:10]=2)[N:5]=[CH:4][NH:3]1. Reported procedure: A mixture of 4-oxo-3,4-dihydroquinazoline-7-carboxylic acid (2.5 g, 13.15 mmol) in 80 mL of methanol was added thionyl chloride (2.5 mL) at 5° C. and then refluxed at 80° C. over night. The reaction mixture was concentrated under vacuum and the residue dissolved in ethyl acetate. The organic layer was washed with 10% aqueous NaHCO3, water, brine and dried. The solvent was removed to give methyl 4-oxo-3,4-dihydroquinazoline7-carboxylate in 70% yield as solid.